Dataset: the Open Reaction Database (ORD), a public repository of structured organic reaction records. Task: describe an organic reaction: reactants, conditions, products, and yield Reactants: ClC=1C=C(C=CC1Cl)[Mg]Br (3,4-dichlorophenylmagnesium bromide), C1CCOC1 (THF), C1CCOC1 (THF), CC1C(=C(C(CC1)=O)C(=O)O)C (methyl 2-methyl-6-oxocyclohex-1-enecarboxylic acid), [Cl-].[NH4+] (ammonium chloride). The reagents and catalysts are [Cu]Cl (copper (I) chloride). Reaction conditions: temperature 0 celsius. Yields the product ClC=1C=C(C=CC1Cl)C1C(C(CCC1)C)C(=O)OC (methyl 2-(3,4-dichlorophenyl)-6-methylcyclohexanecarboxylate). Reaction SMILES: [Cl:1][C:2]1[CH:3]=[C:4]([Mg]Br)[CH:5]=[CH:6][C:7]=1[Cl:8].C[CH:12]1[CH2:17][CH2:16][C:15](=O)[C:14]([C:19]([OH:21])=[O:20])=[C:13]1[CH3:22].[Cl-].[NH4+].[CH2:25]1COCC1>[Cu]Cl>[Cl:1][C:2]1[CH:3]=[C:4]([CH:15]2[CH2:16][CH2:17][CH2:12][CH:13]([CH3:22])[CH:14]2[C:19]([O:21][CH3:25])=[O:20])[CH:5]=[CH:6][C:7]=1[Cl:8] |f:2.3|. Reported procedure: A suspension of copper (I) chloride (164 mg) in THF (4 mL) was stirred at 0° C. and treated with 3,4-dichlorophenylmagnesium bromide (0.5 M in THF, 3.3 mL). The mixture was stirred for 5 min, then was treated with a solution of methyl 2-methyl-6-oxocyclohex-1-enecarboxylic acid (prepared according to the procedure of Belmont, D. T. et al., J. Org. Chem. 1985, 50, 4102; 140 mg) in THF. The mixture was allowed to warm to rt over 30 min, then was cooled to 0° C. and treated with a 9:1 solution of s... The reactants are BrC1=C2C=CC=NC2=C(C(=C1)C(=O)O)O (5-bromo-8-hydroxyquinoline-7-carboxylic acid), ClC1=CC=C(N)C=C1 (4-chloroaniline), P(Cl)(Cl)Cl (PCl3). Solvent: O (water), xylenes. Reaction conditions: time 8 hour. The product is BrC1=C2C=CC=NC2=C(C(=C1)C(=O)NC1=CC=C(C=C1)Cl)O (5-Bromo-N-(4-chlorophenyl)-8-hydroxy-7-quinolinecarboxamide). Yield: 52.2%. Reaction SMILES: [Br:1][C:2]1[CH:11]=[C:10]([C:12]([OH:14])=O)[C:9]([OH:15])=[C:8]2[C:3]=1[CH:4]=[CH:5][CH:6]=[N:7]2.[Cl:16][C:17]1[CH:23]=[CH:22][C:20]([NH2:21])=[CH:19][CH:18]=1.P(Cl)(Cl)Cl>O>[Br:1][C:2]1[CH:11]=[C:10]([C:12]([NH:21][C:20]2[CH:22]=[CH:23][C:17]([Cl:16])=[CH:18][CH:19]=2)=[O:14])[C:9]([OH:15])=[C:8]2[C:3]=1[CH:4]=[CH:5][CH:6]=[N:7]2. Procedure: A solution of 5-bromo-8-hydroxyquinoline-7-carboxylic acid (2.68 g) of Preparation 2 and 4-chloroaniline (1.28 g) in 250 mL xylenes is heated to reflux. To this is added dropwise PCl3 (0.69 g). Refluxing is continued overnight. The reaction is then cooled and water is added to destroy excess PCl3. The resulting solid is collected, washed with water and dried. The crude product is recrystallized from EtOAc/hexanes to yield 1.97 g of the title product as an orange solid.